From a dataset of the Open Reaction Database (ORD), a public repository of structured organic reaction records. describe an organic reaction: reactants, conditions, products, and yield Starting materials: Br, Oc1ccccc1, Cc1ccc(S(=O)(=O)N2CCC(C(C#N)(c3ccccc3)c3ccccc3)C2)cc1. Product: Br, N#CC(c1ccccc1)(c1ccccc1)C1CCNC1. RXN SMILES: [BrH:31].[OH:32][c:33]1[cH:34][cH:35][cH:36][cH:37][cH:38]1.[c:1]1([C:7]([C:8]#[N:9])([CH:10]2[CH2:11][N:12]([S:15]([c:16]3[cH:17][cH:18][c:19]([CH3:20])[cH:21][cH:22]3)(=[O:23])=[O:24])[CH2:13][CH2:14]2)[c:25]2[cH:26][cH:27][cH:28][cH:29][cH:30]2)[cH:2][cH:3][cH:4][cH:5][cH:6]1>>[BrH:31].[c:1]1([C:7]([C:8]#[N:9])([CH:10]2[CH2:11][NH:12][CH2:13][CH2:14]2)[c:25]2[cH:26][cH:27][cH:28][cH:29][cH:30]2)[cH:2][cH:3][cH:4][cH:5][cH:6]1. Reactants: ClCC1=CCOC2=C1C=CC=C2 (4-chloromethyl-2H-1-benzopyrane), C([O-])([O-])=O.[Na+].[Na+] (sodium carbonate), C(\C=C\C1=CC=CC=C1)NC (trans-N-cinnamyl-methylamine). Run in CN(C=O)C (dimethylformamide), CN(C=O)C (dimethylformamide). Reaction conditions: time 24 hour. Product: O1CC=C(C2=C1C=CC=C2)CN(C)C\C=C\C2=CC=CC=C2 (Trans-N-(2H-1-benzopyran-4-yl-methyl)-N-methyl-cinnamylamine). RXN SMILES: [CH2:1]([NH:10][CH3:11])/[CH:2]=[CH:3]/[C:4]1[CH:9]=[CH:8][CH:7]=[CH:6][CH:5]=1.Cl[CH2:13][C:14]1[C:19]2[CH:20]=[CH:21][CH:22]=[CH:23][C:18]=2[O:17][CH2:16][CH:15]=1.C(=O)([O-])[O-].[Na+].[Na+]>CN(C)C=O>[O:17]1[C:18]2[CH:23]=[CH:22][CH:21]=[CH:20][C:19]=2[C:14]([CH2:13][N:10]([CH2:1]/[CH:2]=[CH:3]/[C:4]2[CH:9]=[CH:8][CH:7]=[CH:6][CH:5]=2)[CH3:11])=[CH:15][CH2:16]1 |f:2.3.4|. Reported procedure: 1.15 g of trans-N-cinnamyl-methylamine in 20 ml of dimethylformamide are slowly added dropwise with stirring to 1.4 g of 4-chloromethyl-2H-1-benzopyrane and 0.8 g of sodium carbonate in 40 ml dimethylformamide. Stirring is continued for 24 hours at room temperature, the resulting mixture evaporated under vacuum and the residue taken up in ethylacetate/water. The organic phase is separated, washed with 1% tartaric acid, saturated NaHCO3 and saturated NaCl, dried over MgSO4 and concentrated by eva... Starting materials: FC=1C=CC2=C(C(CC3=C(S2)C=C(C=C3)C(=O)O)O)C1 (8-Fluoro-10-hydroxy-10,11-dihydrodibenzo[b,f]thiepin-3-carboxylic Acid), S(O)(O)(=O)=O (sulfuric acid), O (water). Run in C(C)(=O)O (acetic acid). Yields the product FC=1C=CC2=C(C=CC3=C(S2)C=C(C=C3)C(=O)O)C1 (8-Fluorodibenzo[b,f]thiepin-3-carboxylic Acid). RXN SMILES: [F:1][C:2]1[CH:3]=[CH:4][C:5]2[S:11][C:10]3[CH:12]=[C:13]([C:16]([OH:18])=[O:17])[CH:14]=[CH:15][C:9]=3[CH2:8][CH:7](O)[C:6]=2[CH:20]=1.S(=O)(=O)(O)O.O>C(O)(=O)C>[F:1][C:2]1[CH:3]=[CH:4][C:5]2[S:11][C:10]3[CH:12]=[C:13]([C:16]([OH:18])=[O:17])[CH:14]=[CH:15][C:9]=3[CH:8]=[CH:7][C:6]=2[CH:20]=1. Procedure details: Suspend 14.8 gm of the crude alcohol from Step C in 300 ml of glacial acetic acid and heat the mixture with stirring in an oil-bath at 110°-115° C. Add 50 ml of sulfuric acid in a thin stream. Continue stirring and heating for 15 minutes. Cool and pour into 500 ml of water. Separate the solids by filtration and stir at room temperature in 125 ml of ethylacetate overnight. Separate the solids by filtration to obtain the title product. (m.p. 273°-275° C.) Starting materials: C(=C)C1=C(C=2C(=NON2)C=C1)C (5-ethenyl-4-methyl-2,1,3-benzoxadiazole), C1=CC(=CC(=C1)Cl)C(=O)OO (mCPBA). Solvent: C(Cl)Cl (DCM). Run at time 96 hour. Yields the product CC1=C(C=CC2=NON=C21)C2OC2 (4-methyl-5-(oxiran-2-yl)-2,1,3-benzoxadiazole). As a reaction SMILES: [CH:1]([C:3]1[CH:11]=[CH:10][C:6]2=[N:7][O:8][N:9]=[C:5]2[C:4]=1[CH3:12])=[CH2:2].C1C=C(Cl)C=C(C(OO)=[O:21])C=1>C(Cl)Cl>[CH3:12][C:4]1[C:5]2[C:6](=[N:7][O:8][N:9]=2)[CH:10]=[CH:11][C:3]=1[CH:1]1[CH2:2][O:21]1. Procedure details: A mixture of 5-ethenyl-4-methyl-2,1,3-benzoxadiazole (1.4 g, 8.4 mmol) and mCPBA (85%, 2.57 g, 12.6 mmol) in 200 mL of DCM was stirred at room temperature for 96 hours. The reaction mixture was cooled to 0° C. and was washed subsequently with saturated NaHCO3 (50 mL), saturated Na2SO3 (50 mL), 5% NaOH (50 mL×2) and brine (50 mL), dried over anhydrous Na2SO4 and concentrated. The residue was purified by silica column chromatography (PE:EtOAc=5:1) to afford the title compound. The reactants are N(C1=CC=CC=C1)S(=O)(=O)C1=CC(=C(N)C=C1OC)OC (4-[anilinosulphonyl]-2,5-dimethoxyaniline), C(C)(C)(C)C1=NC(=CC=C1)C(C)(C)C (2,6-di-t-butylpyridine), C(C(=O)Cl)(=O)Cl (Oxalyl chloride), ClC1=C(C=CC(=C1Cl)S(=O)(=O)N1CCC(CC1)O)NC([C@@](C(F)(F)F)(C)O)=O ((R)-N-[2,3-Dichloro-4-(4-hydroxypiperidin-1-ylsulphonyl)phenyl]-3,3,3-trifluoro-2-hydroxy-2-methylpropanamide). Reagents/catalysts: CN(C)C=O (DMF). Run in ClCCl (Dichloromethane), C(Cl)Cl (DCM). Conditions: time 8 hour. The product is N(C1=CC=CC=C1)S(=O)(=O)C1=CC(=C(C=C1OC)NC([C@@](C(F)(F)F)(C)O)=O)OC ((R)-N-(4-[Anilinosulphonyl]-2,5-dimethoxyphenyl)-3,3,3-trifluoro-2-hydroxy-2-methylpropanamide). Isolated yield 43.1%. Reaction SMILES: C(Cl)(=O)C(Cl)=O.ClC1C(Cl)=C(S(N2CCC(O)CC2)(=O)=O)C=CC=1N[C:26](=[O:34])[C@:27]([OH:33])([CH3:32])[C:28]([F:31])([F:30])[F:29].[NH:35]([S:42]([C:45]1[C:51]([O:52][CH3:53])=[CH:50][C:48]([NH2:49])=[C:47]([O:54][CH3:55])[CH:46]=1)(=[O:44])=[O:43])[C:36]1[CH:41]=[CH:40][CH:39]=[CH:38][CH:37]=1.C(C1C=CC=C(C(C)(C)C)N=1)(C)(C)C>C(Cl)Cl.CN(C=O)C>[NH:35]([S:42]([C:45]1[C:51]([O:52][CH3:53])=[CH:50][C:48]([NH:49][C:26](=[O:34])[C@:27]([OH:33])([CH3:32])[C:28]([F:31])([F:30])[F:29])=[C:47]([O:54][CH3:55])[CH:46]=1)(=[O:44])=[O:43])[C:36]1[CH:37]=[CH:38][CH:39]=[CH:40][CH:41]=1. Procedure details: Oxalyl chloride (0.13 ml, 1.5 mmol) was added to a stirred suspension of (R)-(+)-2-hydroxy-2-methyl-3,3,3-trifluoropropanoic acid (0.154 g, 0.97 mmol) (Method 3) in DCM (10 ml) containing DMF (1 drop). The mixture was stirred at ambient temperature overnight, then 4-[anilinosulphonyl]-2,5-dimethoxyaniline (200 mg, 0.65 mmol)† and 2,6-di-t-butylpyridine (0.14 ml, 0.66 mmol) was added and the resulting mixture stirred a further 2 hours at room temperature. Dichloromethane (25 ml) was added and the... The reactants are C(C)OC(C(CCCl)Cl)=O (2,4-dichlorobutyric acid ethyl ester), NC=1C(=CC(=C(C1)S)Cl)F (5-amino-2-chloro-4-fluoro-thiophenol), C([O-])([O-])=O.[K+].[K+] (potassium carbonate). The solvent is C(C)C(=O)C (methyl ethyl ketone). Yields the product C(C)OC(C(CCCl)SC1=C(C=C(C(=C1)N)F)Cl)=O (2-(5-amino-2-chloro-4-fluoro-phenylthio)-4-chlorobutyric acid ethyl ester). RXN SMILES: [CH2:1]([O:3][C:4](=[O:10])[CH:5](Cl)[CH2:6][CH2:7][Cl:8])[CH3:2].[NH2:11][C:12]1[C:13]([F:20])=[CH:14][C:15]([Cl:19])=[C:16]([SH:18])[CH:17]=1.C(=O)([O-])[O-].[K+].[K+]>C(C(C)=O)C>[CH2:1]([O:3][C:4](=[O:10])[CH:5]([S:18][C:16]1[CH:17]=[C:12]([NH2:11])[C:13]([F:20])=[CH:14][C:15]=1[Cl:19])[CH2:6][CH2:7][Cl:8])[CH3:2] |f:2.3.4|. Procedure details: At room temperature, 16.2 g of 2,4-dichlorobutyric acid ethyl ester are added dropwise to a mixture of 14 g of 5-amino-2-chloro-4-fluoro-thiophenol and 12.7 g of potassium carbonate in 280 ml of methyl ethyl ketone (exothermic reaction). The reaction mixture is then heated under reflux for 18 hours. After cooling of the reaction mixture, the inorganic portion of the mixture is filtered off and washed with methyl ethyl ketone. Concentration of the organic solution by evaporation and chromatograph... Starting materials: COC(CC1=C(C=C(C=C1Cl)[N+](=O)[O-])Cl)=O ((2,6-dichloro-4-nitro-phenyl)-acetic acid methyl ester). Reagents/catalysts: [Ni] (Raney Nickel). The solvent is CO (MeOH). Run at time 3.5 hour. Product: COC(CC1=C(C=C(C=C1Cl)N)Cl)=O ((4-Amino-2,6-dichloro-phenyl)-acetic acid methyl ester). As a reaction SMILES: [CH3:1][O:2][C:3](=[O:16])[CH2:4][C:5]1[C:10]([Cl:11])=[CH:9][C:8]([N+:12]([O-])=O)=[CH:7][C:6]=1[Cl:15]>[Ni].CO>[CH3:1][O:2][C:3](=[O:16])[CH2:4][C:5]1[C:6]([Cl:15])=[CH:7][C:8]([NH2:12])=[CH:9][C:10]=1[Cl:11]. Procedure: A suspension of (2,6-dichloro-4-nitro-phenyl)-acetic acid methyl ester (12.7 g, 47.13 mmol) and Raney Nickel (3 g) in MeOH (500 mL) is stirred for 3.5 h at rt, under a hydrogen atmosphere. The reaction mixture is filtered through a pad of celite and concentrated to afford the title compound as a yellow solid: ESI-MS: 232.0/234.0 [M-H]−; tR=3.11 min (System 2). Starting materials: O=C([O-])[O-], Cc1ccccc1, Oc1cc(Cl)ccc1Cl, [Cs+], [Cs+], O=C(O)c1ccccc1I. The product is O=C(O)c1ccccc1Oc1cc(Cl)ccc1Cl. RXN SMILES: [C:20](=[O:21])([O-:22])[O-:23].[CH3:26][c:27]1[cH:28][cH:29][cH:30][cH:31][cH:32]1.[Cl:11][c:12]1[c:13]([OH:19])[cH:14][c:15]([Cl:18])[cH:16][cH:17]1.[Cs+:24].[Cs+:25].[I:1][c:2]1[c:3]([C:4](=[O:5])[OH:6])[cH:7][cH:8][cH:9][cH:10]1>>[c:2]1([O:19][c:13]2[c:12]([Cl:11])[cH:17][cH:16][c:15]([Cl:18])[cH:14]2)[c:3]([C:4](=[O:5])[OH:6])[cH:7][cH:8][cH:9][cH:10]1. Reactants: O=C1CCC(=O)N1Br, [Cl-], ClCCl, [NH4+], C1CCOC1, CC(Cn1ncc2ccc(O)cc21)NC(=O)OCc1ccccc1. Yields the product CC(Cn1ncc2ccc(O)c(Br)c21)NC(=O)OCc1ccccc1. RXN SMILES: [Br:25][N:26]1[C:27](=[O:28])[CH2:29][CH2:30][C:31]1=[O:32].[Cl-:33].[Cl:35][CH2:36][Cl:37].[NH4+:34].[O:38]1[CH2:39][CH2:40][CH2:41][CH2:42]1.[OH:1][c:2]1[cH:3][cH:4][c:5]2[cH:6][n:7][n:8]([CH2:11][CH:12]([CH3:13])[NH:14][C:15]([O:16][CH2:17][c:18]3[cH:19][cH:20][cH:21][cH:22][cH:23]3)=[O:24])[c:9]2[cH:10]1>>[OH:1][c:2]1[cH:3][cH:4][c:5]2[cH:6][n:7][n:8]([CH2:11][CH:12]([CH3:13])[NH:14][C:15]([O:16][CH2:17][c:18]3[cH:19][cH:20][cH:21][cH:22][cH:23]3)=[O:24])[c:9]2[c:10]1[Br:25].